Task: describe an organic reaction: reactants, conditions, products, and yield. Dataset: the Open Reaction Database (ORD), a public repository of structured organic reaction records Yields the product C[Si](C)(C)CCOCn1ncc2cc(Br)cc(C=O)c21. Reaction SMILES: [Br:1][c:2]1[cH:3][c:4]2[cH:5][n:6][n:7]([CH2:13][O:14][CH2:15][CH2:16][Si:17]([CH3:18])([CH3:19])[CH3:20])[c:8]2[c:9]([CH2:11][OH:12])[cH:10]1.[CH3:21][N+:22]1([O-:28])[CH2:23][CH2:24][O:25][CH2:26][CH2:27]1.[CH3:37][CH2:38][CH2:39][N+:40]([CH2:41][CH2:42][CH3:43])([CH2:44][CH2:45][CH3:46])[CH2:47][CH2:48][CH3:49].[Cl:29][CH2:30][Cl:31].[O-:32][Ru:33](=[O:34])(=[O:35])=[O:36]>>[Br:1][c:2]1[cH:3][c:4]2[cH:5][n:6][n:7]([CH2:13][O:14][CH2:15][CH2:16][Si:17]([CH3:18])([CH3:19])[CH3:20])[c:8]2[c:9]([CH:11]=[O:12])[cH:10]1. Reactants: C[Si](C)(C)CCOCn1ncc2cc(Br)cc(CO)c21, C[N+]1([O-])CCOCC1, CCC[N+](CCC)(CCC)CCC, ClCCl, O=[Ru](=O)(=O)[O-]. Reactants: CC(=O)NCCc1coc2ccc(C(=O)O)cc12, O=S(Cl)Cl. Product: CC(=O)NCCc1coc2ccc(C(=O)O)cc12, [Cl-]. As a reaction SMILES: [C:1]([CH3:2])(=[O:3])[NH:4][CH2:5][CH2:6][c:7]1[cH:8][o:9][c:10]2[c:11]1[cH:12][c:13]([C:16](=[O:17])[OH:18])[cH:14][cH:15]2.[S:19]([Cl:20])([Cl:21])=[O:22]>>[C:1]([CH3:2])(=[O:3])[NH:4][CH2:5][CH2:6][c:7]1[cH:8][o:9][c:10]2[c:11]1[cH:12][c:13]([C:16](=[O:17])[OH:18])[cH:14][cH:15]2.[Cl-:21]. Starting materials: CC1(C)CC(=C(c2ccc(O)cc2)c2ccc(C#C[Si](C)(C)C)cc2)CC(C)(C)C1, CO, [K+], [K+], O=C([O-])[O-], O. Yields the product C#Cc1ccc(C(=C2CC(C)(C)CC(C)(C)C2)c2ccc(O)cc2)cc1. Reaction SMILES: [CH3:1][C:2]1([CH3:30])[CH2:3][C:4](=[C:10]([c:11]2[cH:12][cH:13][c:14]([OH:17])[cH:15][cH:16]2)[c:18]2[cH:19][cH:20][c:21]([C:24]#[C:25][Si:26]([CH3:27])([CH3:28])[CH3:29])[cH:22][cH:23]2)[CH2:5][C:6]([CH3:8])([CH3:9])[CH2:7]1.[CH3:38][OH:39].[K+:31].[K+:32].[O-:33][C:34]([O-:35])=[O:36].[OH2:37]>>[CH3:1][C:2]1([CH3:30])[CH2:3][C:4](=[C:10]([c:11]2[cH:12][cH:13][c:14]([OH:17])[cH:15][cH:16]2)[c:18]2[cH:19][cH:20][c:21]([C:24]#[CH:25])[cH:22][cH:23]2)[CH2:5][C:6]([CH3:8])([CH3:9])[CH2:7]1. Reactants: Cl.ClC=1C(=C(C=CC1)NN)F ((3-Chloro-2-fluoro-phenyl)-hydrazine hydrochloride), COC(C1=CC=C(C=C1)C(C)=O)=O (4-acetyl-benzoic acid methyl ester), C(C)(=O)O (acetic acid). The reagents and catalysts are [Cl-].[Cl-].[Zn+2] (ZnCl2). Run in C(C)(=O)OCC (ethyl acetate). Conditions: temperature 105 celsius. The product is COC(C1=CC=C(C=C1)C=1NC2=C(C(=CC=C2C1)Cl)F)=O (4-(6-chloro-7-fluoro-1H-indol-2-yl)-benzoic acid methyl ester). As a reaction SMILES: Cl.[Cl:2][C:3]1[C:4]([F:11])=[C:5]([NH:9]N)[CH:6]=[CH:7][CH:8]=1.[CH3:12][O:13][C:14](=[O:24])[C:15]1[CH:20]=[CH:19][C:18]([C:21](=O)[CH3:22])=[CH:17][CH:16]=1.C(O)(=O)C>C(OCC)(=O)C.[Cl-].[Cl-].[Zn+2]>[CH3:12][O:13][C:14](=[O:24])[C:15]1[CH:20]=[CH:19][C:18]([C:21]2[NH:9][C:5]3[C:6]([CH:22]=2)=[CH:7][CH:8]=[C:3]([Cl:2])[C:4]=3[F:11])=[CH:17][CH:16]=1 |f:0.1,5.6.7|. Reported procedure: (3-Chloro-2-fluoro-phenyl)-hydrazine hydrochloride (Apollo Scientific, Ltd., 221 mg, 1.12 mmol) and 4-acetyl-benzoic acid methyl ester (200 mg, 1.12 mmol) are treated with anhydrous ZnCl2 (382 mg, 2.81 mmol) and acetic acid (10 mL). The reaction is heated to 105° C. for 48 hours. After cooling to room temperature, the reaction is diluted with ethyl acetate and sequentially washed with H2O (5×) followed by saturated aqueous NaCl. The organics are then dried over Na2SO4 and filtered. After concent...